This data is from the Open Reaction Database (ORD), a public repository of structured organic reaction records. The task is: describe an organic reaction: reactants, conditions, products, and yield Reactants: OC=1C=C(CN2CCN(CC2)C(=S)SC)C=C(C1O)O (methyl 4-(3,4,5-trihydroxybenzyl)-1-piperazinecarbodithioate), C(C)(=O)Cl (acetyl chloride). The solvent is N1=CC=CC=C1 (pyridine). Yields the product C(C)(=O)OC=1C=C(CN2CCN(CC2)C(=S)SC)C=C(C1OC(C)=O)OC(C)=O (Methyl 4-(3,4,5-triacetoxybenzyl)-1-piperazinecarbodithioate). Yield: 113.0%. Reaction SMILES: [OH:1][C:2]1[CH:3]=[C:4]([CH:16]=[C:17]([OH:20])[C:18]=1[OH:19])[CH2:5][N:6]1[CH2:11][CH2:10][N:9]([C:12]([S:14][CH3:15])=[S:13])[CH2:8][CH2:7]1.[C:21](Cl)(=[O:23])[CH3:22]>N1C=CC=CC=1>[C:21]([O:20][C:17]1[CH:16]=[C:4]([CH:3]=[C:2]([O:1][C:17](=[O:20])[CH3:16])[C:18]=1[O:19][C:2](=[O:1])[CH3:18])[CH2:5][N:6]1[CH2:7][CH2:8][N:9]([C:12]([S:14][CH3:15])=[S:13])[CH2:10][CH2:11]1)(=[O:23])[CH3:22]. Reported procedure: To 395 mg (1.0 mmol.) of methyl 4-(3,4,5-trihydroxybenzyl)-1-piperazinecarbodithioate was added 2 ml of dry pyridine. To the resulting suspension was added 0.22 ml (3.1 mmol.) of acetyl chloride under chilling with ice. The mixture was then stirred, and further stirred overnight at room temperature. The mixture was then extracted with ethyl acetate after addition of water. The extract was washed with a saturated aqueous sodium chloride solution, dried over anhydrous sodium sulfate and processed ...